This data is from the Open Reaction Database (ORD), a public repository of structured organic reaction records. The task is: describe an organic reaction: reactants, conditions, products, and yield Reactants: IC=1C=NN(C1)C1CC(C1)O (3-(4-Iodo-pyrazol-1-yl)-cyclobutanol), IC=1C=NN(C1)C1CC(C1)O (3-(4-Iodo-pyrazol-1-yl)-cyclobutanol), N1C=NC=C1 (1H-imidazole), [Si](C)(C)(C(C)(C)C)Cl (tert-butyldimethylsilyl chloride). Reagents/catalysts: CN(C1=CC=NC=C1)C (4-dimethylaminopyridine). The solvent is C(Cl)Cl (DCM). Run at time 20 minute. Yields the product C(C)(C)(C)[Si](OC1CC(C1)N1N=CC(=C1)I)(C)C (1-[3-(tert-Butyl-dimethyl-silanyloxy)-cyclobutyl]-4-iodo-1H-pyrazole). The yield is 54.9%. Reaction SMILES: [I:1][C:2]1[CH:3]=[N:4][N:5]([CH:7]2[CH2:10][CH:9]([OH:11])[CH2:8]2)[CH:6]=1.N1C=CN=C1.[Si:17](Cl)([C:20]([CH3:23])([CH3:22])[CH3:21])([CH3:19])[CH3:18]>CN(C)C1C=CN=CC=1.C(Cl)Cl>[C:20]([Si:17]([CH3:19])([CH3:18])[O:11][CH:9]1[CH2:8][CH:7]([N:5]2[CH:6]=[C:2]([I:1])[CH:3]=[N:4]2)[CH2:10]1)([CH3:23])([CH3:22])[CH3:21]. Procedure: A mixture of 3-(4-Iodo-pyrazol-1-yl)-cyclobutanol (Compound 100C, 75.00 mg, 0.2840 mmol), 4-dimethylaminopyridine (6.940 mg, 0.05680 mmol), 1H-imidazole (58.01 mg, 0.8521 mmol), tert-butyldimethylsilyl chloride (0.08562 g, 0.5680 mmol) and DCM (4 mL) were stirred at room temperature for 20 minutes. The material was transferred to a separatory funnel extracting with DCM washing with aqueous saturated NaHCO3. The organic layer was dry-loaded on silica for column chromatography eluting with 3% EtOA... The reactants are C(C)OC(CNCCCCCCOCCCCC1=CC=CC=C1)OCC (N-diethoxyethyl-6-(4-phenylbutoxy)hexylamine), C(C1=CC=CC=C1)OC(=O)ON1C(CCC1=O)=O (N-(benzyloxycarbonyloxy)succinimide). The solvent is CC(=O)C (acetone). Conditions: time 2 hour. The product is C(C1=CC=CC=C1)OC(=O)N(CC(OCC)OCC)CCCCCCOCCCCC1=CC=CC=C1 (N-benzyloxycarbonyl-N-diethoxyethyl-6-(phenylbutoxy)hexylamine). The yield is 100.2%. As a reaction SMILES: [CH2:1]([O:3][CH:4]([O:24][CH2:25][CH3:26])[CH2:5][NH:6][CH2:7][CH2:8][CH2:9][CH2:10][CH2:11][CH2:12][O:13][CH2:14][CH2:15][CH2:16][CH2:17][C:18]1[CH:23]=[CH:22][CH:21]=[CH:20][CH:19]=1)[CH3:2].[CH2:27]([O:34][C:35](ON1C(=O)CCC1=O)=[O:36])[C:28]1[CH:33]=[CH:32][CH:31]=[CH:30][CH:29]=1>CC(C)=O>[CH2:27]([O:34][C:35]([N:6]([CH2:7][CH2:8][CH2:9][CH2:10][CH2:11][CH2:12][O:13][CH2:14][CH2:15][CH2:16][CH2:17][C:18]1[CH:19]=[CH:20][CH:21]=[CH:22][CH:23]=1)[CH2:5][CH:4]([O:3][CH2:1][CH3:2])[O:24][CH2:25][CH3:26])=[O:36])[C:28]1[CH:33]=[CH:32][CH:31]=[CH:30][CH:29]=1. Reported procedure: To a solution of 2,39 g (6,55 mmol) N-diethoxyethyl-6-(4-phenylbutoxy)hexylamine in 25 ml acetone is added 1.59 g (7.07 mmol) N-(benzyloxycarbonyloxy)succinimide. After allowing the mixture to stir for 2 hr at room temperature, acetone is removed by evaporation and 30 ml AcOEt are added thereto. The resulting mixture is washed three times with 30 ml H2O. Once separated, the AcoEt phase is dried on anhydrous Na2SO4 and evaporated to dryness, thereby yielding 3.28 g (99%) N-benzyloxycarbonyl-N-die... The solvent is N1=CC=CC=C1 (pyridine). Procedure: Using the same reaction conditions and procedure as described for the preparation of Example 7A, 8-Amino-7-(2-fluoro-4-iodo-phenylamino)-6-methyl-2,3-dihydro-oxazolo[3,2-a]pyridin-5-one (I-7f: 0.22 g, 0.539 mmol) was reacted with 3-(1,3-bis(benzyloxy)propan-2-yl)cyclobutane-1-sulfonyl chloride (0.21 g, 0.539 mmol) in dry pyridine (2 mL) to afford the crude product. Purification by column chromatography on silica gel (80% ethyl acetate in hexane) afforded 0.3 g of the product (71% yield). LCMS: 8... The yield is 71.9%. Reactants: NC1=C2N(C(C(=C1NC1=C(C=C(C=C1)I)F)C)=O)CCO2 (8-Amino-7-(2-fluoro-4-iodo-phenylamino)-6-methyl-2,3-dihydro-oxazolo[3,2-a]pyridin-5-one), C(C1=CC=CC=C1)OCC(COCC1=CC=CC=C1)C1CC(C1)S(=O)(=O)Cl (3-(1,3-bis(benzyloxy)propan-2-yl)cyclobutane-1-sulfonyl chloride). Yields the product C(C1=CC=CC=C1)OCC(COCC1=CC=CC=C1)C1CC(C1)S(=O)(=O)NC1=C2N(C(C(=C1NC1=C(C=C(C=C1)I)F)C)=O)CCO2 (3-(1,3-bis(benzyloxy)propan-2-yl)-N-(7-(2-fluoro-4-iodophenylamino)-6-methyl-5-oxo-3,5-dihydro-2H-oxazolo[3,2-a]pyridin-8-yl)cyclobutane-1-sulfonamide). As a reaction SMILES: [NH2:1][C:2]1[C:7]([NH:8][C:9]2[CH:14]=[CH:13][C:12]([I:15])=[CH:11][C:10]=2[F:16])=[C:6]([CH3:17])[C:5](=[O:18])[N:4]2[CH2:19][CH2:20][O:21][C:3]=12.[CH2:22]([O:29][CH2:30][CH:31]([CH:41]1[CH2:44][CH:43]([S:45](Cl)(=[O:47])=[O:46])[CH2:42]1)[CH2:32][O:33][CH2:34][C:35]1[CH:40]=[CH:39][CH:38]=[CH:37][CH:36]=1)[C:23]1[CH:28]=[CH:27][CH:26]=[CH:25][CH:24]=1>N1C=CC=CC=1>[CH2:34]([O:33][CH2:32][CH:31]([CH:41]1[CH2:42][CH:43]([S:45]([NH:1][C:2]2[C:7]([NH:8][C:9]3[CH:14]=[CH:13][C:12]([I:15])=[CH:11][C:10]=3[F:16])=[C:6]([CH3:17])[C:5](=[O:18])[N:4]3[CH2:19][CH2:20][O:21][C:3]=23)(=[O:47])=[O:46])[CH2:44]1)[CH2:30][O:29][CH2:22][C:23]1[CH:24]=[CH:25][CH:26]=[CH:27][CH:28]=1)[C:35]1[CH:36]=[CH:37][CH:38]=[CH:39][CH:40]=1. Starting materials: 13, Cl.OC(CN1CCC(CC1)(COC)N(C(CC)=O)C1=CC=CC=C1)C1=CC=CC=C1 (N-[1-(2-hydroxy-2-phenylethyl)-4-(methoxymethyl)-4-piperidinyl]-N-phenylpropanamide hydrochloride), S(=O)(Cl)Cl (sulfinyl chloride). Run in ClCCl (dichloromethane). Product: Cl.ClC(CN1CCC(CC1)(COC)N(C(CC)=O)C1=CC=CC=C1)C1=CC=CC=C1 (N-[1-(2-chloro-2-phenylethyl)-4-(methoxymethyl)-4-piperidinyl]-N-phenylpropanamide monohydrochloride). Isolated yield 61.7%. RXN SMILES: S(Cl)([Cl:3])=O.[ClH:5].O[CH:7]([C:29]1[CH:34]=[CH:33][CH:32]=[CH:31][CH:30]=1)[CH2:8][N:9]1[CH2:14][CH2:13][C:12]([N:18]([C:23]2[CH:28]=[CH:27][CH:26]=[CH:25][CH:24]=2)[C:19](=[O:22])[CH2:20][CH3:21])([CH2:15][O:16][CH3:17])[CH2:11][CH2:10]1>ClCCl>[ClH:3].[Cl:5][CH:7]([C:29]1[CH:34]=[CH:33][CH:32]=[CH:31][CH:30]=1)[CH2:8][N:9]1[CH2:14][CH2:13][C:12]([N:18]([C:23]2[CH:28]=[CH:27][CH:26]=[CH:25][CH:24]=2)[C:19](=[O:22])[CH2:20][CH3:21])([CH2:15][O:16][CH3:17])[CH2:11][CH2:10]1 |f:1.2,4.5|. Procedure details: To 4.5 parts of sulfinyl chloride is added dropwise a mixture of 13 parts of N-[1-(2-hydroxy-2-phenylethyl)-4-(methoxymethyl)-4-piperidinyl]-N-phenylpropanamide hydrochloride and 260 parts of dichloromethane. Upon completion, the whole is stirred and refluxed for a few hours. The reaction mixture is cooled and the solvent is evaporated. The residue is taken up in 2-propanone. The mixture is filtered and the filtrate is treated with activated charcoal. The latter is filtered off and the filtrate ... Reactants: CC(C)C=1C(=C(C2=CC=C(C=C2C1)OC)OCOC)C1=CC=CC=C1 (3-(1-Methylethyl)-6-(methyloxy)-1-{[(methyloxy)methyl]oxy}-2-phenyl naphthalene), Cl (HCl). Run in O (water), [Cl-].[Na+].O (brine), O1CCOCC1 (dioxane), O1CCOCC1 (dioxane). Conditions: time 30 minute. Yields the product CC(C)C=1C(=C(C2=CC=C(C=C2C1)OC)O)C1=CC=CC=C1 (3-(1-Methylethyl)-6-(methyloxy)-2-phenyl-1-naphthalenol). Yield: 99.3%. As a reaction SMILES: [CH3:1][CH:2]([C:4]1[C:5]([C:20]2[CH:25]=[CH:24][CH:23]=[CH:22][CH:21]=2)=[C:6]([O:16]COC)[C:7]2[C:12]([CH:13]=1)=[CH:11][C:10]([O:14][CH3:15])=[CH:9][CH:8]=2)[CH3:3].Cl>O1CCOCC1.O.[Cl-].[Na+].O>[CH3:3][CH:2]([C:4]1[C:5]([C:20]2[CH:25]=[CH:24][CH:23]=[CH:22][CH:21]=2)=[C:6]([OH:16])[C:7]2[C:12]([CH:13]=1)=[CH:11][C:10]([O:14][CH3:15])=[CH:9][CH:8]=2)[CH3:1] |f:4.5.6|. Reported procedure: 3-(1-Methylethyl)-6-(methyloxy)-1-{[(methyloxy)methyl]oxy}-2-phenyl naphthalene (71) (0.42 g, 1.24 mmol) was dissolved in dioxane (8 mL). 4 M HCl in dioxane (8 mL) was added and the reaction mixture was stirred at room temperature for 30 min. The mixture was diluted with water (25 mL) and brine (25 mL) and extracted with EtOAc (3×50 mL). The combined organic extracts were washed with brine, dried over Na2SO4, filtered, and the filtrate was concentrated to give the crude product as a light yellow...